From a dataset of the Open Reaction Database (ORD), a public repository of structured organic reaction records. describe an organic reaction: reactants, conditions, products, and yield Starting materials: [OH-].[Na+] (sodium hydroxide), [Br-].[Na+] (sodium bromide), S(O)(O)(=O)=O (sulfuric acid), ClC1=CC(=C(C=C1)NC(=O)C1CC(=NN1C1=NC=CC=C1Cl)C=1C(=C(C=CC1)S(=O)(=O)[O-])[N+](=O)[O-])C(NC(C)C1CC1)=O (5-(4-chloro-2-(1-cyclopropylethylcarbamoyl)phenylcarbamoyl)-1-(3-chloropyridin-2-yl)-4,5-dihydro-1H-pyrazol-3-yl2-nitrobenzene sulfonate). Run in C(C)(=O)O (acetic acid). Run at time 2 hour. The product is ClC1=CC(=C(C=C1)NC(=O)C1CC(=NN1C1=NC=CC=C1Cl)Br)C(NC(C)C1CC1)=O (N-(4-chloro-2-(1-cyclopropylethylcarbamoyl)phenyl)-3-bromo-1-(3-chloropyridin-2-yl)-4,5-dihydro-1H-pyrazole-5-carboxamide). Isolated yield 102.2%. As a reaction SMILES: [Cl:1][C:2]1[CH:7]=[CH:6][C:5]([NH:8][C:9]([CH:11]2[N:15]([C:16]3[C:21]([Cl:22])=[CH:20][CH:19]=[CH:18][N:17]=3)[N:14]=[C:13](C3C([N+]([O-])=O)=C(S([O-])(=O)=O)C=CC=3)[CH2:12]2)=[O:10])=[C:4]([C:36](=[O:43])[NH:37][CH:38]([CH:40]2[CH2:42][CH2:41]2)[CH3:39])[CH:3]=1.[Br-:44].[Na+].S(=O)(=O)(O)O.[OH-].[Na+]>C(O)(=O)C>[Cl:1][C:2]1[CH:7]=[CH:6][C:5]([NH:8][C:9]([CH:11]2[N:15]([C:16]3[C:21]([Cl:22])=[CH:20][CH:19]=[CH:18][N:17]=3)[N:14]=[C:13]([Br:44])[CH2:12]2)=[O:10])=[C:4]([C:36](=[O:43])[NH:37][CH:38]([CH:40]2[CH2:42][CH2:41]2)[CH3:39])[CH:3]=1 |f:1.2,4.5|. Procedure: 10.0 g of 5-(4-chloro-2-(1-cyclopropylethylcarbamoyl)phenylcarbamoyl)-1-(3-chloropyridin-2-yl)-4,5-dihydro-1H-pyrazol-3-yl2-nitrobenzene sulfonate was dissolved in 30 mL of acetic acid, and after adding 2.4 g of sodium bromide, 1.3 mL of 98 mass % concentrated sulfuric acid was dropwise added at room temperature. After completion of the dropwise addition, heating was carried out at an internal temperature of from 40 to 50° C. for about two hours. After completion of the reaction, the reaction so... Reactants: S1C(=CC=C1)C1=CN=C(S1)CO (5-(2-thienyl)-2-thiazolylmethanol), OC1=CC=C(C=C1)CCCN1C=NC=C1 (1-[3-(4-hydroxyphenyl)propyl]imidazole). Product: N1(C=NC=C1)CCCC1=CC=C(OCC=2SC(=CN2)C=2SC=CC2)C=C1 (2-[4-[3-(1-imidazolyl)propyl]phenoxymethyl]-5-(2-thienyl)thiazole). The yield is 66.0%. RXN SMILES: [S:1]1[CH:5]=[CH:4][CH:3]=[C:2]1[C:6]1[S:10][C:9]([CH2:11][OH:12])=[N:8][CH:7]=1.O[C:14]1[CH:19]=[CH:18][C:17]([CH2:20][CH2:21][CH2:22][N:23]2[CH:27]=[CH:26][N:25]=[CH:24]2)=[CH:16][CH:15]=1>>[N:23]1([CH2:22][CH2:21][CH2:20][C:17]2[CH:18]=[CH:19][C:14]([O:12][CH2:11][C:9]3[S:10][C:6]([C:2]4[S:1][CH:5]=[CH:4][CH:3]=4)=[CH:7][N:8]=3)=[CH:15][CH:16]=2)[CH:27]=[CH:26][N:25]=[CH:24]1. Procedure details: In substantially the same manner as in Working Example 146, 5-(2-thienyl)-2-thiazolylmethanol was mesylated and then reacted with 1-[3-(4-hydroxyphenyl)propyl]imidazole to obtain 2-[4-[3-(1-imidazolyl)propyl]phenoxymethyl]-5-(2-thienyl)thiazole. The yield was 66%. Recrystallization from ethyl acetate-hexane gave orange prisms, mp 82-84° C. Reactants: ClC1=C(C=C(C=C1)C1=CC(=NC=C1OCC(F)(F)F)C(=O)O)C (4-(4-chloro-3-methylphenyl)-5-(2,2,2-trifluoroethoxy)picolinic acid), COC1=NOC(=C1)CN (3-methoxy-5-isoxazolemethanamine). The product is ClC1=C(C=C(C=C1)C1=CC(=NC=C1OCC(F)(F)F)C(=O)NCC1=CC(=NO1)OC)C (4-(4-chloro-3-methylphenyl)-N-((3-methoxyisoxazol-5-yl)methyl)-5-(2,2,2-trifluoroethoxy)picolinamide). RXN SMILES: [Cl:1][C:2]1[CH:7]=[CH:6][C:5]([C:8]2[C:13]([O:14][CH2:15][C:16]([F:19])([F:18])[F:17])=[CH:12][N:11]=[C:10]([C:20]([OH:22])=O)[CH:9]=2)=[CH:4][C:3]=1[CH3:23].[CH3:24][O:25][C:26]1[CH:30]=[C:29]([CH2:31][NH2:32])[O:28][N:27]=1>>[Cl:1][C:2]1[CH:7]=[CH:6][C:5]([C:8]2[C:13]([O:14][CH2:15][C:16]([F:19])([F:17])[F:18])=[CH:12][N:11]=[C:10]([C:20]([NH:32][CH2:31][C:29]3[O:28][N:27]=[C:26]([O:25][CH3:24])[CH:30]=3)=[O:22])[CH:9]=2)=[CH:4][C:3]=1[CH3:23]. Reported procedure: The title compound was synthesized in analogy to Example 1 using 4-(4-chloro-3-methylphenyl)-5-(2,2,2-trifluoroethoxy)picolinic acid (example BN) and 3-methoxy-5-isoxazolemethanamine (CAN 2763-94-2) as starting materials; LC-MS (UV peak area/ESI) 100%, 456.0938 (M+H)+.